Dataset: the Open Reaction Database (ORD), a public repository of structured organic reaction records. Task: describe an organic reaction: reactants, conditions, products, and yield Starting materials: C1CCOC1, CO, CCOC(=O)C1Cc2ccc(Cl)cc2NC1=O, Cl, [Na+], [OH-]. Yields the product O=C(O)C1Cc2ccc(Cl)cc2NC1=O. Reaction SMILES: [CH2:21]1[O:22][CH2:23][CH2:24][CH2:25]1.[CH3:26][OH:27].[Cl:1][c:2]1[cH:3][cH:4][c:5]2[c:10]([cH:11]1)[NH:9][C:8](=[O:12])[CH:7]([C:13](=[O:14])[O:15][CH2:16][CH3:17])[CH2:6]2.[ClH:18].[Na+:20].[OH-:19]>>[Cl:1][c:2]1[cH:3][cH:4][c:5]2[c:10]([cH:11]1)[NH:9][C:8](=[O:12])[CH:7]([C:13](=[O:14])[OH:15])[CH2:6]2. The yield is 12.0%. The product is C(CCCCN1C(N(C(C1(C)C)=O)C1=C(C=C(C=C1)[N+](=O)[O-])C(F)(F)F)=O)N1C(N(C(C1(C)C)=O)C1=C(C=C(C=C1)[N+](=O)[O-])C(F)(F)F)=O (1,1′-pentane-1,5-diylbis{5,5-dimethyl-3-[4-nitro-2-(trifluoromethyl)phenyl]-imidazolidine-2,4-dione}). Reported procedure: The experimental protocol used is the same as that described for the synthesis of the compound of Example 2, intermediate 11.1 replacing 5,5-dimethyl-3-[4-nitro-3-(trifluoromethyl)phenyl]-imidazolidine-2,4-dione. The expected compound is obtained in the form of a light yellow foam with a yield of 12%. As a reaction SMILES: [CH2:1]([N:28]1[C:32]([CH3:34])([CH3:33])[C:31](=[O:35])[N:30]([C:36]2[CH:41]=[CH:40][C:39]([N+:42]([O-:44])=[O:43])=[C:38](C(F)(F)F)[CH:37]=2)[C:29]1=[O:49])[CH2:2][CH2:3][CH2:4][CH2:5][N:6]1[C:10]([CH3:12])([CH3:11])[C:9](=[O:13])[N:8]([C:14]2[CH:19]=[CH:18][C:17]([N+:20]([O-:22])=[O:21])=[C:16](C(F)(F)F)[CH:15]=2)[C:7]1=[O:27].CC1(C)NC(=O)N(C2C=CC([N+]([O-])=O)=C([C:66]([F:69])([F:68])[F:67])C=2)C1=O>>[CH2:1]([N:28]1[C:32]([CH3:33])([CH3:34])[C:31](=[O:35])[N:30]([C:36]2[CH:37]=[CH:38][C:39]([N+:42]([O-:44])=[O:43])=[CH:40][C:41]=2[C:66]([F:69])([F:68])[F:67])[C:29]1=[O:49])[CH2:2][CH2:3][CH2:4][CH2:5][N:6]1[C:10]([CH3:12])([CH3:11])[C:9](=[O:13])[N:8]([C:14]2[CH:19]=[CH:18][C:17]([N+:20]([O-:22])=[O:21])=[CH:16][C:15]=2[C:66]([F:69])([F:68])[F:67])[C:7]1=[O:27]. Starting materials: C(CCCCN1C(N(C(C1(C)C)=O)C1=CC(=C(C=C1)[N+](=O)[O-])C(F)(F)F)=O)N1C(N(C(C1(C)C)=O)C1=CC(=C(C=C1)[N+](=O)[O-])C(F)(F)F)=O (1,1′-pentane-1,5-diylbis{5,5-dimethyl-3-[4-nitro-3-(trifluoromethyl)phenyl]imidazolidine-2,4-dione}), intermediate 11.1, CC1(C(N(C(N1)=O)C1=CC(=C(C=C1)[N+](=O)[O-])C(F)(F)F)=O)C (5,5-dimethyl-3-[4-nitro-3-(trifluoromethyl)phenyl]-imidazolidine-2,4-dione). Reactants: COC1=NNC2=CC(=CC=C12)C(=CC(=O)NC)C1=NC=CC=C1 (3-(3-methoxy-1H-indazol-6-yl)-N-methyl-3-pyridin-2yl-acrylamide), N1C=CC2=CC=CC(=C12)C(CC(=O)NC)C1=CC=CC=C1 (3-(1H-Indol-7-yl)-N-methyl-3-phenyl-propionamide). The product is COC1=NNC2=CC(=CC=C12)C(CC(=O)NC)C1=NC=CC=C1 (3-(3-Methoxy-1H-indazol-6-yl)-N-methyl-3-pyridin-2yl-propionamide), crude product. The yield is 90.0%. As a reaction SMILES: [CH3:1][O:2][C:3]1[C:11]2[C:6](=[CH:7][C:8]([C:12]([C:18]3[CH:23]=[CH:22][CH:21]=[CH:20][N:19]=3)=[CH:13][C:14]([NH:16][CH3:17])=[O:15])=[CH:9][CH:10]=2)[NH:5][N:4]=1.N1C2C(=CC=CC=2C(C2C=CC=CC=2)CC(NC)=O)C=C1>>[CH3:1][O:2][C:3]1[C:11]2[C:6](=[CH:7][C:8]([CH:12]([C:18]3[CH:23]=[CH:22][CH:21]=[CH:20][N:19]=3)[CH2:13][C:14]([NH:16][CH3:17])=[O:15])=[CH:9][CH:10]=2)[NH:5][N:4]=1. Procedure: 3-(3-Methoxy-1H-indazol-6-yl)-N-methyl-3-pyridin-2yl-propionamide CCXLVI was prepared from 3-(3-methoxy-1H-indazol-6-yl)-N-methyl-3-pyridin-2yl-acrylamide using the procedure described for preparation of 3-(1H-Indol-7-yl)-N-methyl-3-phenyl-propionamide XIX (Example 4). The crude product (90% yield) was purified via chiral preparative HPLC by multiple injections onto 20×250 mm Chiralpak AD preparative column using a mixture of 60/40 hexane/isopropanol at 7 ml/min affording the enatiomer CCXLVI-A ... Reactants: S1C(=NC=C1)C(C)O (1-(2-Thiazolyl)ethanol), BrCC(=O)C1=CC=CC=C1 (2-bromo-1-phenyl-1-ethanone), C(C)#N (acetonitrile). The solvent is O (water). Conditions: time 4 hour. Product: [Br-].O=C(C[N+]1=C(SC=C1)C(C)O)C1=CC=CC=C1 (3-(2-Oxo-2-phenylethyl)-2-(1-hydroxyethyl)thiazolium bromide). Yield: 42.9%. As a reaction SMILES: [S:1]1[CH:5]=[CH:4][N:3]=[C:2]1[CH:6]([OH:8])[CH3:7].[Br:9][CH2:10][C:11]([C:13]1[CH:18]=[CH:17][CH:16]=[CH:15][CH:14]=1)=[O:12].C(#N)C>O>[Br-:9].[O:12]=[C:11]([C:13]1[CH:18]=[CH:17][CH:16]=[CH:15][CH:14]=1)[CH2:10][N+:3]1[CH:4]=[CH:5][S:1][C:2]=1[CH:6]([OH:8])[CH3:7] |f:4.5|. Procedure: 1-(2-Thiazolyl)ethanol (0.71 g, 5.49 mmole), 2-bromo-1-phenyl-1-ethanone (1.09 g, 5.47 mmole), and acetonitrile (0.6 mL) were combined and heated with stirring at 130 C for 4 hr. After cooling, water (20 mL) was added and the mixture was filtered and extracted twice with ether. The aqueous layer was treated with active carbon and filtered to give a clear solution which was concentrated in vacuo to 1.52 g of residue, which was crystallized from acetonitrile/ether and recrystallized twice from met... Reactants: COC(CCCCCCN1[C@H](CCCC1=O)\C=C\C(CCCCC)O)=O (7-[(R)-2-((E)-3-hydroxy-oct-1-enyl)-6-oxo-piperidin-1-yl]-heptanoic acid methyl ester), [H][H] (hydrogen). Reagents/catalysts: [Pd] (Palladium on carbon). The solvent is CO (MeOH). Run at time 18.5 hour. The product is COC(CCCCCCN1[C@H](CCCC1=O)CCC(CCCCC)O)=O (7-[(R)-2-(3-Hydroxy-octyl)-6-oxo-piperidin-1-yl]-heptanoic Acid Methyl Ester). The yield is 8.4%. As a reaction SMILES: [CH3:1][O:2][C:3](=[O:26])[CH2:4][CH2:5][CH2:6][CH2:7][CH2:8][CH2:9][N:10]1[C:15](=[O:16])[CH2:14][CH2:13][CH2:12][C@@H:11]1/[CH:17]=[CH:18]/[CH:19]([OH:25])[CH2:20][CH2:21][CH2:22][CH2:23][CH3:24].[H][H]>[Pd].CO>[CH3:1][O:2][C:3](=[O:26])[CH2:4][CH2:5][CH2:6][CH2:7][CH2:8][CH2:9][N:10]1[C:15](=[O:16])[CH2:14][CH2:13][CH2:12][C@@H:11]1[CH2:17][CH2:18][CH:19]([OH:25])[CH2:20][CH2:21][CH2:22][CH2:23][CH3:24]. Reported procedure: Palladium on carbon (10 wt. %, 7 mg) was added to a solution of 7-[(R)-2-((E)-3-hydroxy-oct-1-enyl)-6-oxo-piperidin-1-yl]-heptanoic acid methyl ester (33 mg, 0.90 mmol) in MeOH (3.0 mL). A hydrogen atmosphere was established by evacuating and refilling with hydrogen (3×) and the reaction mixture was stirred under a balloon of hydrogen for 18.5 h. The reaction mixture was filtered through celite, washing with MeOH, and the filtrate was concentrated in vacuo to afford 28 mg (84%) of the title comp... Starting materials: CCO, CS(=O)(=O)Cc1ccc([N+](=O)[O-])cc1, CCOC(C)=O, O=C[O-], [Fe], [NH4+], O. The product is CS(=O)(=O)Cc1ccc(N)cc1. Reaction SMILES: [CH3:19][CH2:20][OH:21].[CH3:1][S:2](=[O:3])(=[O:4])[CH2:5][c:6]1[cH:7][cH:8][c:9]([N+:12]([O-:13])=[O:14])[cH:10][cH:11]1.[CH3:23][CH2:24][O:25][C:26]([CH3:27])=[O:28].[CH:15]([O-:16])=[O:17].[Fe:29].[NH4+:18].[OH2:22]>>[CH3:1][S:2](=[O:3])(=[O:4])[CH2:5][c:6]1[cH:7][cH:8][c:9]([NH2:12])[cH:10][cH:11]1. Starting materials: C(C)(C)(C)C1=NN(C(=C1)NC(=O)NCC1=C(C=CC(=C1)F)OC=1C=C2C=NN(C2=CC1)CC(OC)OC)C1=CC=C(C=C1)C (1-(3-tert-Butyl-1-p-tolyl-1H-pyrazol-5-yl)-3-((2-(1-(2,2-dimethoxyethyl)-1H-indazol-5-yloxy)-5-fluorophenyl)methyl)urea), I[Si](C)(C)C (iodotrimethylsilane). Solvent: ClCCl (dichloromethane), ClCCl (dichloromethane). Product: C(C)(C)(C)C1=NN(C(=C1)NC(=O)NCC1=C(C=CC(=C1)F)OC=1C=C2C=NN(C2=CC1)CC=O)C1=CC=C(C=C1)C (1-(3-tert-butyl-1-p-tolyl-1H-pyrazol-5-yl)-3-(5-fluoro-2-(1-(2-oxoethyl)-1H-indazol-5-yloxy)benzyl)urea). The yield is 116.1%. RXN SMILES: [C:1]([C:5]1[CH:9]=[C:8]([NH:10][C:11]([NH:13][CH2:14][C:15]2[CH:20]=[C:19]([F:21])[CH:18]=[CH:17][C:16]=2[O:22][C:23]2[CH:24]=[C:25]3[C:29](=[CH:30][CH:31]=2)[N:28]([CH2:32][CH:33](OC)[O:34]C)[N:27]=[CH:26]3)=[O:12])[N:7]([C:38]2[CH:43]=[CH:42][C:41]([CH3:44])=[CH:40][CH:39]=2)[N:6]=1)([CH3:4])([CH3:3])[CH3:2].I[Si](C)(C)C>ClCCl>[C:1]([C:5]1[CH:9]=[C:8]([NH:10][C:11]([NH:13][CH2:14][C:15]2[CH:20]=[C:19]([F:21])[CH:18]=[CH:17][C:16]=2[O:22][C:23]2[CH:24]=[C:25]3[C:29](=[CH:30][CH:31]=2)[N:28]([CH2:32][CH:33]=[O:34])[N:27]=[CH:26]3)=[O:12])[N:7]([C:38]2[CH:43]=[CH:42][C:41]([CH3:44])=[CH:40][CH:39]=2)[N:6]=1)([CH3:4])([CH3:3])[CH3:2]. Reported procedure: 1-(3-tert-Butyl-1-p-tolyl-1H-pyrazol-5-yl)-3-((2-(1-(2,2-dimethoxyethyl)-1H-indazol-5-yloxy)-5-fluorophenyl)methyl)urea (0.500 g, 0.8324 mmol) was dissolved in dichloromethane at room temperature and iodotrimethylsilane (0.3554 mL, 2.497 mmol) added dropwise to the stirred solution. The reaction mixture was monitored by HPLC analysis and when no starting material was detected, the mixture was diluted with dichloromethane and washed with 10% aqueous Na2S2O4, saturated aqueous NaHCO3, brine, dried... The reactants are C1(CC1)C=1C=C(NN1)N (5-Cyclopropyl-2H-pyrazol-3-ylamine), C(C)OC(CC(=O)C1=C(C=CC=C1)F)=O (3-(2-fluorophenyl)-3-oxopropionic acid ethyl ester). The solvent is CC(=O)O (AcOH). Product: C1(CC1)C1=NN2C(NC(=CC2=O)C2=C(C=CC=C2)F)=C1 (2-cyclopropyl-5-(2-fluorophenyl)-4H-pyrazolo[1,5-a]pyrimidin-7-one). As a reaction SMILES: [CH:1]1([C:4]2[CH:5]=[C:6]([NH2:9])[NH:7][N:8]=2)[CH2:3][CH2:2]1.C([O:12][C:13](=O)[CH2:14][C:15]([C:17]1[CH:22]=[CH:21][CH:20]=[CH:19][C:18]=1[F:23])=O)C>CC(O)=O>[CH:1]1([C:4]2[CH:5]=[C:6]3[NH:9][C:15]([C:17]4[CH:22]=[CH:21][CH:20]=[CH:19][C:18]=4[F:23])=[CH:14][C:13](=[O:12])[N:7]3[N:8]=2)[CH2:3][CH2:2]1. Reported procedure: 5-Cyclopropyl-2H-pyrazol-3-ylamine (2.9 g, 0.0235 mol) was suspended in AcOH (18 ml), 3-(2-fluorophenyl)-3-oxopropionic acid ethyl ester (4.67 ml, 1.1 eq) was added and the mixture heated at reflux for 3 h. The mixture was cooled to rt and concentrated underreduced pressure. The residue was stirred with EtOAc and the solid collected by filtration to give 2 g of 2-cyclopropyl-5-(2-fluorophenyl)-4H-pyrazolo[1,5-a]pyrimidin-7-one. Step B: The compound from step A (1 g, 0.00371 mol) was dissolved in...